Dataset: the Open Reaction Database (ORD), a public repository of structured organic reaction records. Task: describe an organic reaction: reactants, conditions, products, and yield Starting materials: O=C(O)C(c1ccccc1)c1ccccc1, CC(=O)c1ccc(N)cc1. The reagents and catalysts are C[N+]1(CCOCC1)C2=NC(=NC(=N2)OC)OC.[Cl-] (DMTMM), CCN(C(C)C)C(C)C (DIPEA). Solvent: CN(C)C=O (DMF), CN(C)C=O (DMF), CN(C)C=O (DMF), CN(C)C=O (DMF), CN(C)C=O (DMF), CN(C)C=O (DMF). Conditions: temperature 25 celsius, time 2 hour. Product: CC(=O)c1ccc(NC(=O)C(c2ccccc2)c2ccccc2)cc1. The yield is 0.1%. RXN SMILES: CC(=O)c1ccc(N)cc1.O=C(O)C(c1ccccc1)c1ccccc1.C[N+]1(CCOCC1)C2=NC(=NC(=N2)OC)OC.[Cl-].CCN(C(C)C)C(C)C.CN(C)C=O>>CC(=O)c1ccc(NC(=O)C(c2ccccc2)c2ccccc2)cc1.